This data is from the Open Reaction Database (ORD), a public repository of structured organic reaction records. The task is: describe an organic reaction: reactants, conditions, products, and yield Starting materials: ClC1=C(C=CC=C1)C1=C2CN(C(N(C2=CC(=C1)I)C1=C(C=CC=C1Cl)Cl)=O)CC1=CC=C(C=C1)OC (5-(2-chlorophenyl)-1-(2,6-dichlorophenyl)-7-iodo-3-(4-methoxybenzyl)-3,4-dihydroquinazolin-2(1H)-one), C(C)(C)N1C2CNC(C1)C2 (2-isopropyl-2,5-diazabicyclo[2.2.1]heptane). Yields the product ClC1=C(C=CC=C1)C1=C2CN(C(N(C2=CC(=C1)N1C2CN(C(C1)C2)C(C)C)C2=C(C=CC=C2Cl)Cl)=O)CC2=CC=C(C=C2)OC (5-(2-Chlorophenyl)-1-(2,6-dichlorophenyl)-7-(5-isopropyl-2,5-diazabicyclo[2.2.1]hept-2-yl)-3-(4-methoxybenzyl)-3,4-dihydroquinazolin-2(1H)-one). As a reaction SMILES: [Cl:1][C:2]1[CH:7]=[CH:6][CH:5]=[CH:4][C:3]=1[C:8]1[CH:17]=[C:16](I)[CH:15]=[C:14]2[C:9]=1[CH2:10][N:11]([CH2:28][C:29]1[CH:34]=[CH:33][C:32]([O:35][CH3:36])=[CH:31][CH:30]=1)[C:12](=[O:27])[N:13]2[C:19]1[C:24]([Cl:25])=[CH:23][CH:22]=[CH:21][C:20]=1[Cl:26].[CH:37]([N:40]1[CH2:45][CH:44]2[CH2:46][CH:41]1[CH2:42][NH:43]2)([CH3:39])[CH3:38]>>[Cl:1][C:2]1[CH:7]=[CH:6][CH:5]=[CH:4][C:3]=1[C:8]1[CH:17]=[C:16]([N:43]2[CH2:42][CH:41]3[CH2:46][CH:44]2[CH2:45][N:40]3[CH:37]([CH3:39])[CH3:38])[CH:15]=[C:14]2[C:9]=1[CH2:10][N:11]([CH2:28][C:29]1[CH:34]=[CH:33][C:32]([O:35][CH3:36])=[CH:31][CH:30]=1)[C:12](=[O:27])[N:13]2[C:19]1[C:24]([Cl:25])=[CH:23][CH:22]=[CH:21][C:20]=1[Cl:26]. Procedure: The title compound was prepared from 5-(2-chlorophenyl)-1-(2,6-dichlorophenyl)-7-iodo-3-(4-methoxybenzyl)-3,4-dihydroquinazolin-2(1H)-one (EXAMPLE CCC34) and using 2-isopropyl-2,5-diazabicyclo[2.2.1]heptane (INTERMEDIATE ABA2) as described in EXAMPLE 80. Mass spectrum (ESI): 661.3 (M+1). The reactants are Sc1ccc(Br)cc1, ClCCCBr. The product is ClCCCSc1ccc(Br)cc1. RXN SMILES: [Br:1][c:2]1[cH:3][cH:4][c:5]([SH:8])[cH:6][cH:7]1.[Br:9][CH2:10][CH2:11][CH2:12][Cl:13]>>[Br:1][c:2]1[cH:3][cH:4][c:5]([S:8][CH2:10][CH2:11][CH2:12][Cl:13])[cH:6][cH:7]1. Reactants: CN, CCO, ClCCl, O=C(Cl)c1ccc(Cl)cc1. Product: CNC(=O)c1ccc(Cl)cc1. RXN SMILES: [CH3:11][NH2:12].[CH3:16][CH2:17][OH:18].[Cl:13][CH2:14][Cl:15].[Cl:1][C:2](=[O:3])[c:4]1[cH:5][cH:6][c:7]([Cl:8])[cH:9][cH:10]1>>[C:2](=[O:3])([c:4]1[cH:5][cH:6][c:7]([Cl:8])[cH:9][cH:10]1)[NH:12][CH3:11]. Starting materials: COC(=O)C1(CS(=O)(=O)N2CCN(c3ncc(-c4ccc(F)cc4)cn3)CC2)CCCCC1, CO, [Li+], C1CCOC1, [OH-], O, O. Yields the product O=C(O)C1(CS(=O)(=O)N2CCN(c3ncc(-c4ccc(F)cc4)cn3)CC2)CCCCC1. RXN SMILES: [CH3:1][O:2][C:3](=[O:4])[C:5]1([CH2:11][S:12](=[O:13])(=[O:14])[N:15]2[CH2:16][CH2:17][N:18]([c:21]3[n:22][cH:23][c:24](-[c:27]4[cH:28][cH:29][c:30]([F:33])[cH:31][cH:32]4)[cH:25][n:26]3)[CH2:19][CH2:20]2)[CH2:6][CH2:7][CH2:8][CH2:9][CH2:10]1.[CH3:37][OH:38].[Li+:36].[O:40]1[CH2:41][CH2:42][CH2:43][CH2:44]1.[OH-:35].[OH2:34].[OH2:39]>>[O:2]=[C:3]([OH:4])[C:5]1([CH2:11][S:12](=[O:13])(=[O:14])[N:15]2[CH2:16][CH2:17][N:18]([c:21]3[n:22][cH:23][c:24](-[c:27]4[cH:28][cH:29][c:30]([F:33])[cH:31][cH:32]4)[cH:25][n:26]3)[CH2:19][CH2:20]2)[CH2:6][CH2:7][CH2:8][CH2:9][CH2:10]1. Reactants: FC=1C=C2C(=C(/C(/C2=CC1)=C/C1=CC=NC=C1)C)CCON (O-2-[Z-5-fluoro-2-methyl-1-(4-pyridyl)methylene-1H-inden-3-yl]ethyl hydroxylamine), OCCC=O (3-hydroxypropanal). Yields the product FC=1C=C2C(=C(/C(/C2=CC1)=C/C1=CC=NC=C1)C)CCON=CCCO (3-hydroxypropanal-O-2-[Z-5-fluoro-2-methyl-1-(4-pyridyl)methylene-1H-inden-3-yl]ethyl oxime). As a reaction SMILES: [F:1][C:2]1[CH:3]=[C:4]2[C:8](=[CH:9][CH:10]=1)/[C:7](=[CH:11]\[C:12]1[CH:17]=[CH:16][N:15]=[CH:14][CH:13]=1)/[C:6]([CH3:18])=[C:5]2[CH2:19][CH2:20][O:21][NH2:22].[OH:23][CH2:24][CH2:25][CH:26]=O>>[F:1][C:2]1[CH:3]=[C:4]2[C:8](=[CH:9][CH:10]=1)/[C:7](=[CH:11]\[C:12]1[CH:13]=[CH:14][N:15]=[CH:16][CH:17]=1)/[C:6]([CH3:18])=[C:5]2[CH2:19][CH2:20][O:21][N:22]=[CH:26][CH2:25][CH2:24][OH:23]. Reported procedure: The title compound is prepared by reaction of O-2-[Z-5-fluoro-2-methyl-1-(4-pyridyl)methylene-1H-inden-3-yl]ethyl hydroxylamine with 3-hydroxypropanal by the method of Example 1. Starting materials: COC=1C=C(CN)C=CC1OC (3,4-dimethoxy-benzylamine), COC(C1=CC=C(C=C1)C=1N=C(C2=C(N1)SC(=C2Cl)C)Cl)=O (4-(4-chloro-5-chloro-6-methyl-thieno-[2,3-d]-pyrimidin-2-yl)-benzoic acid methylester). Yields the product COC(C1=CC=C(C=C1)C=1N=C(C2=C(N1)SC(=C2Cl)C)NCC2=CC(=C(C=C2)OC)OC)=O (4-[4-(3,4-dimethoxybenzylamino)-5-chloro-6-methyl-thieno-[2,3-d]-pyrimidin-2-yl]-benzoic acid methylester). As a reaction SMILES: [CH3:1][O:2][C:3]1[CH:4]=[C:5]([CH:8]=[CH:9][C:10]=1[O:11][CH3:12])[CH2:6][NH2:7].[CH3:13][O:14][C:15](=[O:34])[C:16]1[CH:21]=[CH:20][C:19]([C:22]2[N:23]=[C:24](Cl)[C:25]3[C:30]([Cl:31])=[C:29]([CH3:32])[S:28][C:26]=3[N:27]=2)=[CH:18][CH:17]=1>>[CH3:13][O:14][C:15](=[O:34])[C:16]1[CH:21]=[CH:20][C:19]([C:22]2[N:23]=[C:24]([NH:7][CH2:6][C:5]3[CH:8]=[CH:9][C:10]([O:11][CH3:12])=[C:3]([O:2][CH3:1])[CH:4]=3)[C:25]3[C:30]([Cl:31])=[C:29]([CH3:32])[S:28][C:26]=3[N:27]=2)=[CH:18][CH:17]=1. Procedure: The reaction procedure as above wherein 3,4-dimethoxy-benzylamine is reacted with 4-(4-chloro-5-chloro-6-methyl-thieno-[2,3-d]-pyrimidin-2-yl)-benzoic acid methylester yields 4-[4-(3,4-dimethoxybenzylamino)-5-chloro-6-methyl-thieno-[2,3-d]-pyrimidin-2-yl]-benzoic acid methylester